Dataset: the Open Reaction Database (ORD), a public repository of structured organic reaction records. Task: describe an organic reaction: reactants, conditions, products, and yield The reactants are C1(CCCCC1)N=C=NC1CCCCC1 (N,N′-Dicyclohexylcarbodiimide), compound 42, OC1=C(C=C(C(=O)O[C@@H](CCCCCC)C)C=C1)F ((R)-(−)-1-Methylheptyl 4-Hydroxy-3-fluorobenzoate). The reagents and catalysts are CN(C1=CC=NC=C1)C (4-(dimethylamino)pyridine). The solvent is ClCCl (dichloromethane). Reaction conditions: time 72 hour. Product: C(=O)(NC1CCCCC1)NC1CCCCC1 (dicyclohexylurea). Reaction SMILES: [CH:1]1([N:7]=[C:8]=[N:9][CH:10]2[CH2:15][CH2:14][CH2:13][CH2:12][CH2:11]2)[CH2:6][CH2:5][CH2:4][CH2:3][CH2:2]1.[OH:16]C1C=CC(C(O[C@H](C)CCCCCC)=O)=CC=1F>CN(C)C1C=CN=CC=1.ClCCl>[C:8]([NH:7][CH:1]1[CH2:2][CH2:3][CH2:4][CH2:5][CH2:6]1)([NH:9][CH:10]1[CH2:15][CH2:14][CH2:13][CH2:12][CH2:11]1)=[O:16]. Procedure details: N,N′-Dicyclohexylcarbodiimide (0.64 g, 3.1 mmol) and 4-(dimethylamino)pyridine (0.10 g, 0.1 mmol) was added to a stirred solution of compound 42 (1.23 g, 3.1 mmol) and compound 15 (0.83 g, 3.1 mmol) in dichloromethane. The reaction mixture was left stirring at room temperature for 72 h until completion of the reaction. Tile dicyclohexylurea formed was filtered off and the solvent removed in vacuo to yield a viscous colourless oil which was purified by column chromatography (ethyl acetate) on sil... Reactants: N1=CC=C(C=C1)C=1C=CC2=C(NC(CO2)=O)C1 (6-(4-pyridyl)-4H-benzo[1,4]oxazin-3-one), Cl (HCl). The reagents and catalysts are [Pt](=O)=O (platinum (IV) oxide). Run in CO (methanol), CCOCC (ether). Conditions: time 24 hour. Yields the product N1CCC(CC1)C=1C=CC2=C(NC(CO2)=O)C1 (6-(4-Piperidinyl)-4H-benzo[1,4]oxazin-3-one). Isolated yield 100.8%. As a reaction SMILES: [N:1]1[CH:6]=[CH:5][C:4]([C:7]2[CH:8]=[CH:9][C:10]3[O:15][CH2:14][C:13](=[O:16])[NH:12][C:11]=3[CH:17]=2)=[CH:3][CH:2]=1.Cl>CO.CCOCC.[Pt](=O)=O>[NH:1]1[CH2:2][CH2:3][CH:4]([C:7]2[CH:8]=[CH:9][C:10]3[O:15][CH2:14][C:13](=[O:16])[NH:12][C:11]=3[CH:17]=2)[CH2:5][CH2:6]1. Procedure details: A solution of 6-(4-pyridyl)-4H-benzo[1,4]oxazin-3-one (0.57 g, 2.52 mmol), in methanol (15 mL) was treated with platinum (IV) oxide (50 mg, 0.22 mmol) and 1M HCl in ether (2.7 mL) and stirred at room temperature under an atmosphere of hydrogen for 24 h. The reaction mixture was filtered through celite and the filtrate evaporated in vacuo to give the title compound (0.59 g, 87%) as a pale yellow solid. The reactants are [H-].[Na+] (sodium hydride), CI (methyl iodide), ketone, ketone, C(CCCCC)(=O)C=1C=C(OCC2=NC3=CC=CC=C3C=C2)C=CC1 (2-(3-hexanoylphenoxymethyl)quinoline). Run in C1CCOC1 (THF), C1CCOC1 (THF). Product: CC(C(=O)C=1C=C(OCC2=NC3=CC=CC=C3C=C2)C=CC1)CCCC (2-[3-(2-methylhexanoyl) phenoxymethyl]quinoline). Reaction SMILES: [C:1]([C:8]1[CH:9]=[C:10]([CH:23]=[CH:24][CH:25]=1)[O:11][CH2:12][C:13]1[CH:22]=[CH:21][C:20]2[C:15](=[CH:16][CH:17]=[CH:18][CH:19]=2)[N:14]=1)(=[O:7])[CH2:2][CH2:3][CH2:4][CH2:5][CH3:6].[H-].[Na+].[CH3:28]I>C1COCC1>[CH3:28][CH:2]([CH2:3][CH2:4][CH2:5][CH3:6])[C:1]([C:8]1[CH:9]=[C:10]([CH:23]=[CH:24][CH:25]=1)[O:11][CH2:12][C:13]1[CH:22]=[CH:21][C:20]2[C:15](=[CH:16][CH:17]=[CH:18][CH:19]=2)[N:14]=1)=[O:7] |f:1.2|. Procedure: A solution of the ketone, 2-(3-hexanoylphenoxymethyl)quinoline (prepared from 3-hexanoylphenol and 2-chloromethyl quinoline)(6 g, 0.018 mol) in dry THF (25 ml) was added slowly to a mildly refluxing suspension of sodium hydride (1.3 g, 0.054 mol) in dry THF (75 ml) containing excess methyl iodide (10.3 g, 0.073 mol) After the addition of the ketone was complete (30 min.), the reaction mixture was refluxed for 4 hours. After cooling the mixture to room temperature, excess NaH was destroyed by add... Starting materials: Cc1ccc(CNC2CCCC2)cc1, CCCCCC, S=C=Nc1ccccc1. Product: Cc1ccc(CN(C(=S)Nc2ccccc2)C2CCCC2)cc1. RXN SMILES: [CH3:10][c:11]1[cH:12][cH:13][c:14]([CH2:15][NH:16][CH:17]2[CH2:18][CH2:19][CH2:20][CH2:21]2)[cH:22][cH:23]1.[CH3:24][CH2:25][CH2:26][CH2:27][CH2:28][CH3:29].[c:1]1([N:7]=[C:8]=[S:9])[cH:2][cH:3][cH:4][cH:5][cH:6]1>>[c:1]1([NH:7][C:8](=[S:9])[N:16]([CH2:15][c:14]2[cH:13][cH:12][c:11]([CH3:10])[cH:23][cH:22]2)[CH:17]2[CH2:18][CH2:19][CH2:20][CH2:21]2)[cH:2][cH:3][cH:4][cH:5][cH:6]1. The reactants are ClC=1N=CN(C1C(=O)NCC1=C(C(=C(C=C1)Cl)OC1=CC(=CC(=C1)C=O)C#N)F)COCC[Si](C)(C)C (4-chloro-N-({4-chloro-3-[(3-cyano-5-formylphenyl)oxy]-2-fluorophenyl}methyl)-1-({[2-(trimethylsilyl)ethyl]oxy}methyl)-1H-imidazole-5-carboxamide), CC(C)=CC (2-methyl-2-butene), Cl(=O)[O-].[Na+] (sodium chlorite), [H-].P(=O)(O)(O)O.[Na+] (sodium dihydrogenphosphate monohydride). The solvent is O (water). Run at time 4 hour. Yields the product ClC1=CC=C(C(=C1OC=1C=C(C(=O)O)C=C(C1)C#N)F)CNC(=O)C1=C(N=CN1COCC[Si](C)(C)C)Cl (3-({6-chloro-3-[({[4-chloro-1-({[2-(trimethylsilyl)ethyl]oxy}methyl)-1H-imidazol-5-yl]carbonyl}amino)methyl]-2-fluorophenyl}oxy)-5-cyanobenzoic acid). Isolated yield 63.2%. RXN SMILES: [Cl:1][C:2]1[N:3]=[CH:4][N:5]([CH2:30][O:31][CH2:32][CH2:33][Si:34]([CH3:37])([CH3:36])[CH3:35])[C:6]=1[C:7]([NH:9][CH2:10][C:11]1[CH:16]=[CH:15][C:14]([Cl:17])=[C:13]([O:18][C:19]2[CH:24]=[C:23]([CH:25]=[O:26])[CH:22]=[C:21]([C:27]#[N:28])[CH:20]=2)[C:12]=1[F:29])=[O:8].CC(=CC)C.Cl([O-])=[O:44].[Na+].[H-].P(O)(O)(O)=O.[Na+]>O>[Cl:17][C:14]1[C:13]([O:18][C:19]2[CH:24]=[C:23]([CH:22]=[C:21]([C:27]#[N:28])[CH:20]=2)[C:25]([OH:44])=[O:26])=[C:12]([F:29])[C:11]([CH2:10][NH:9][C:7]([C:6]2[N:5]([CH2:30][O:31][CH2:32][CH2:33][Si:34]([CH3:37])([CH3:36])[CH3:35])[CH:4]=[N:3][C:2]=2[Cl:1])=[O:8])=[CH:16][CH:15]=1 |f:2.3,4.5.6|. Reported procedure: To a solution of 4-chloro-N-({4-chloro-3-[(3-cyano-5-formylphenyl)oxy]-2-fluorophenyl}methyl)-1-({[2-(trimethylsilyl)ethyl]oxy}methyl)-1H-imidazole-5-carboxamide (200 mg, 0.355 mmol) in 2-methyl-2-butene (4.44 ml, 4.44 mmol) was added a solution of sodium chlorite (401 mg, 3.55 mmol) and sodium dihydrogenphosphate monohydride (302 mg, 2.130 mmol) in water (2 mL). The mixture was stirred for 4 hours and the solvent was removed under vacuum. The residue was diluted with EtOAc and washed with water... Reactants: C(C1=CC=CC=C1)OC1=CC=C(C=C1)C1=CC2=C(N=CN=C2OC2=CC(=C(C=C2)NC(=O)NC2CC2)F)N1COCC[Si](C)(C)C (1-(4-(6-(4-benzyloxyphenyl)-7-(2-trimethylsilanylethoxymethyl)-7H-pyrrolo[2,3-d]pyrimidin-4-yloxy)-2-fluorophenyl)-3-cyclopropylurea). Reagents/catalysts: [Pt]=O (platinum oxide). Run in C(C)O (ethanol), O1CCCC1 (tetrahydrofuran). Conditions: time 8 hour. The product is C1(CC1)NC(=O)NC1=C(C=C(C=C1)OC=1C2=C(N=CN1)N(C(=C2)C2=CC=C(C=C2)O)COCC[Si](C)(C)C)F (N-Cyclopropyl-N′-(2-fluoro-4-(6-(4-hydroxyphenyl)-7-(2-trimethylsilanylethoxymethyl)-7H-pyrrolo[2,3-d]pyrimidin-4-yloxy)phenyl)urea). The yield is 70.8%. As a reaction SMILES: C([O:8][C:9]1[CH:14]=[CH:13][C:12]([C:15]2[N:38]([CH2:39][O:40][CH2:41][CH2:42][Si:43]([CH3:46])([CH3:45])[CH3:44])[C:18]3[N:19]=[CH:20][N:21]=[C:22]([O:23][C:24]4[CH:29]=[CH:28][C:27]([NH:30][C:31]([NH:33][CH:34]5[CH2:36][CH2:35]5)=[O:32])=[C:26]([F:37])[CH:25]=4)[C:17]=3[CH:16]=2)=[CH:11][CH:10]=1)C1C=CC=CC=1>C(O)C.O1CCCC1.[Pt]=O>[CH:34]1([NH:33][C:31]([NH:30][C:27]2[CH:28]=[CH:29][C:24]([O:23][C:22]3[C:17]4[CH:16]=[C:15]([C:12]5[CH:13]=[CH:14][C:9]([OH:8])=[CH:10][CH:11]=5)[N:38]([CH2:39][O:40][CH2:41][CH2:42][Si:43]([CH3:45])([CH3:44])[CH3:46])[C:18]=4[N:19]=[CH:20][N:21]=3)=[CH:25][C:26]=2[F:37])=[O:32])[CH2:36][CH2:35]1. Procedure details: After dissolving 263 mg of 1-(4-(6-(4-benzyloxyphenyl)-7-(2-trimethylsilanylethoxymethyl)-7H-pyrrolo[2,3-d]pyrimidin-4-yloxy)-2-fluorophenyl)-3-cyclopropylurea in 7 ml of ethanol and 3 ml of tetrahydrofuran, 30 mg of platinum oxide was added and the mixture was stirred overnight at room temperature and ordinary pressure under a hydrogen atmosphere, after which it was filtered with celite and concentrated under reduced pressure. The residue was subjected to silica gel column chromatography (hexan... The reactants are O=C([O-])[O-], CN(C)C=O, Cc1ccccc1, [K+], [K+], O=[N+]([O-])c1cccc([N+](=O)[O-])c1, Oc1ccc(-c2ccccc2)cc1. The product is O=[N+]([O-])c1cccc(Oc2ccc(-c3ccccc3)cc2)c1. RXN SMILES: [C:31](=[O:32])([O-:33])[O-:34].[CH3:1][N:2]([CH3:3])[CH:4]=[O:5].[CH3:37][c:38]1[cH:39][cH:40][cH:41][cH:42][cH:43]1.[K+:35].[K+:36].[N+:19](=[O:20])([O-:21])[c:22]1[cH:23][c:24]([N+:28]([O-:29])=[O:30])[cH:25][cH:26][cH:27]1.[c:6]1(-[c:12]2[cH:13][cH:14][c:15]([OH:18])[cH:16][cH:17]2)[cH:7][cH:8][cH:9][cH:10][cH:11]1>>[c:6]1(-[c:12]2[cH:13][cH:14][c:15]([O:18][c:24]3[cH:23][c:22]([N+:19](=[O:20])[O-:21])[cH:27][cH:26][cH:25]3)[cH:16][cH:17]2)[cH:7][cH:8][cH:9][cH:10][cH:11]1. Starting materials: COc1ccc(C(C)(C)C=O)cc1OC, CC(=O)O, ClCCCl, COc1cc(N)c(C(=O)c2ccc(C(C)C)cc2)cc1OC. Product: COc1ccc(C(C)(C)CNc2cc(OC)c(OC)cc2C(=O)c2ccc(C(C)C)cc2)cc1OC. RXN SMILES: [CH3:23][O:24][c:25]1[cH:26][c:27]([C:33]([CH:34]=[O:35])([CH3:36])[CH3:37])[cH:28][cH:29][c:30]1[O:31][CH3:32].[CH3:38][C:39](=[O:40])[OH:41].[Cl:42][CH2:43][CH2:44][Cl:45].[NH2:1][c:2]1[c:3]([C:12](=[O:13])[c:14]2[cH:15][cH:16][c:17]([CH:20]([CH3:21])[CH3:22])[cH:18][cH:19]2)[cH:4][c:5]([O:10][CH3:11])[c:6]([O:8][CH3:9])[cH:7]1>>[NH:1]([c:2]1[c:3]([C:12](=[O:13])[c:14]2[cH:15][cH:16][c:17]([CH:20]([CH3:21])[CH3:22])[cH:18][cH:19]2)[cH:4][c:5]([O:10][CH3:11])[c:6]([O:8][CH3:9])[cH:7]1)[CH2:34][C:33]([c:27]1[cH:26][c:25]([O:24][CH3:23])[c:30]([O:31][CH3:32])[cH:29][cH:28]1)([CH3:36])[CH3:37]. Starting materials: COC(=O)C(CCSC)NC(C)C(=O)N1CCCC1C(=O)O, [Na+], [OH-], O. Product: CSCCC(NC(C)C(=O)N1CCCC1C(=O)O)C(=O)O. RXN SMILES: [CH3:1][O:2][C:3](=[O:4])[CH:5]([CH2:6][CH2:7][S:8][CH3:9])[NH:10][CH:11]([CH3:12])[C:13](=[O:14])[N:15]1[CH:16]([C:17](=[O:18])[OH:19])[CH2:20][CH2:21][CH2:22]1.[Na+:24].[OH-:23].[OH2:25]>>[O:2]=[C:3]([OH:4])[CH:5]([CH2:6][CH2:7][S:8][CH3:9])[NH:10][CH:11]([CH3:12])[C:13](=[O:14])[N:15]1[CH:16]([C:17](=[O:18])[OH:19])[CH2:20][CH2:21][CH2:22]1.